From a dataset of the Open Reaction Database (ORD), a public repository of structured organic reaction records. describe an organic reaction: reactants, conditions, products, and yield Reactants: COC(=O)[C@H](CC=1C=CC=CC1)NC(=O)[C@H](CC(=O)O)N (aspartame), C(CCCCCCCCCCCCCCCCC)(=O)[O-].[Ca+2].C(CCCCCCCCCCCCCCCCC)(=O)[O-] (calcium stearate), C(CCCCCCCCCCCCCCCCC)(=O)O (stearic acid), C(CCCCCCCCCCCCCCCCC)(=O)O (stearic acid), C(CCCCCCCCCCCCCCCCC)(=O)[O-].[Ca+2].C(CCCCCCCCCCCCCCCCC)(=O)[O-] (calcium stearate). Yields the product C(CCCCCCCCCCCCCCCCC)(=O)[O-].[Ca+2].C(CCCCCCCCCCCCCCCCC)(=O)[O-].C(CCCCCCCCCCCCCCCCC)(=O)O (Calcium stearate Stearic acid). Reaction SMILES: COC([C@@H](NC([C@@H](N)CC(O)=O)=O)CC1C=CC=CC=1)=O.[C:22]([O-:41])(=[O:40])[CH2:23][CH2:24][CH2:25][CH2:26][CH2:27][CH2:28][CH2:29][CH2:30][CH2:31][CH2:32][CH2:33][CH2:34][CH2:35][CH2:36][CH2:37][CH2:38][CH3:39].[Ca+2:42].[C:43]([O-:62])(=[O:61])[CH2:44][CH2:45][CH2:46][CH2:47][CH2:48][CH2:49][CH2:50][CH2:51][CH2:52][CH2:53][CH2:54][CH2:55][CH2:56][CH2:57][CH2:58][CH2:59][CH3:60].[C:63]([OH:82])(=[O:81])[CH2:64][CH2:65][CH2:66][CH2:67][CH2:68][CH2:69][CH2:70][CH2:71][CH2:72][CH2:73][CH2:74][CH2:75][CH2:76][CH2:77][CH2:78][CH2:79][CH3:80]>>[C:22]([O-:41])(=[O:40])[CH2:23][CH2:24][CH2:25][CH2:26][CH2:27][CH2:28][CH2:29][CH2:30][CH2:31][CH2:32][CH2:33][CH2:34][CH2:35][CH2:36][CH2:37][CH2:38][CH3:39].[Ca+2:42].[C:43]([O-:62])(=[O:61])[CH2:44][CH2:45][CH2:46][CH2:47][CH2:48][CH2:49][CH2:50][CH2:51][CH2:52][CH2:53][CH2:54][CH2:55][CH2:56][CH2:57][CH2:58][CH2:59][CH3:60].[C:63]([OH:82])(=[O:81])[CH2:64][CH2:65][CH2:66][CH2:67][CH2:68][CH2:69][CH2:70][CH2:71][CH2:72][CH2:73][CH2:74][CH2:75][CH2:76][CH2:77][CH2:78][CH2:79][CH3:80] |f:1.2.3,5.6.7.8|. Procedure: Five hundred grams of granulated aspartame as of Example 10 were coated with a mixture of 300 grams calcium stearate and 200 grams stearic acid, in melted form. The melting point of this mixture of stearic acid and calcium stearate is 86° C.